From a dataset of the Open Reaction Database (ORD), a public repository of structured organic reaction records. describe an organic reaction: reactants, conditions, products, and yield Reactants: Cl.ClC=1C=CC(=C(C1)C1=NC2=NC=CC=C2C(=C1)C=1C=C(C=NC1)C=1C=NC(=CC1)N1CCNCC1)F (2-(5-chloro-2-fluoro-phenyl)-4-(6′-piperazin-1-yl-[3,3′]bipyridinyl-5-yl)-[1,8]naphthyridine hydrochloride), C=O (formaldehyde), [OH-].[Na+] (NaOH). Solvent: C(=O)O (formic acid). Run at temperature 80 celsius, time 2 hour. The product is ClC=1C=CC(=C(C1)C1=NC2=NC=CC=C2C(=C1)C=1C=C(C=NC1)C=1C=NC(=CC1)N1CCN(CC1)C)F (2-(5-chloro-2-fluoro-phenyl)-4-[6′-(4-methyl-piperazin-1-yl)-[3,3′]bipyridinyl-5-yl]-[1,8]naphthyridine). As a reaction SMILES: Cl.[Cl:2][C:3]1[CH:4]=[CH:5][C:6]([F:37])=[C:7]([C:9]2[CH:18]=[C:17]([C:19]3[CH:20]=[C:21]([C:25]4[CH:26]=[N:27][C:28]([N:31]5[CH2:36][CH2:35][NH:34][CH2:33][CH2:32]5)=[CH:29][CH:30]=4)[CH:22]=[N:23][CH:24]=3)[C:16]3[C:11](=[N:12][CH:13]=[CH:14][CH:15]=3)[N:10]=2)[CH:8]=1.[CH2:38]=O.[OH-].[Na+]>C(O)=O>[Cl:2][C:3]1[CH:4]=[CH:5][C:6]([F:37])=[C:7]([C:9]2[CH:18]=[C:17]([C:19]3[CH:20]=[C:21]([C:25]4[CH:26]=[N:27][C:28]([N:31]5[CH2:36][CH2:35][N:34]([CH3:38])[CH2:33][CH2:32]5)=[CH:29][CH:30]=4)[CH:22]=[N:23][CH:24]=3)[C:16]3[C:11](=[N:12][CH:13]=[CH:14][CH:15]=3)[N:10]=2)[CH:8]=1 |f:0.1,3.4|. Reported procedure: A solution of 180 mg (0.34 mmol) 2-(5-chloro-2-fluoro-phenyl)-4-(6′-piperazin-1-yl-[3,3′]bipyridinyl-5-yl)-[1,8]naphthyridine hydrochloride in 1.5 ml formic acid was treated with 80 μl (1.01 mmol) 35% aqueous formaldehyde solution and heated to 80° C. The reaction mixture was stirred at this temperature for 2 hours. The volume of the reaction mixture was reduced under vacuum and the residue made strongly alkaline with 2 N NaOH. The resulting precipitate was filtered off, washed with water and dr... Reactants: CCOC(C)=O, ClCCl, COc1ccc2c(c1)OC(C)(C)C(NC(=O)c1cc(F)ccc1OC)C2O. Product: COc1ccc2c(c1)OC(C)(C)C(NC(=O)c1cc(F)ccc1OC)C2. Reaction SMILES: [C:28]([O:29][CH2:30][CH3:31])(=[O:32])[CH3:33].[CH2:34]([Cl:35])[Cl:36].[F:1][c:2]1[cH:3][cH:4][c:5]([O:26][CH3:27])[c:6]([C:7](=[O:8])[NH:9][CH:10]2[C:11]([CH3:23])([CH3:24])[O:12][c:13]3[cH:14][c:15]([O:21][CH3:22])[cH:16][cH:17][c:18]3[CH:19]2[OH:20])[cH:25]1>>[F:1][c:2]1[cH:3][cH:4][c:5]([O:26][CH3:27])[c:6]([C:7](=[O:8])[NH:9][CH:10]2[C:11]([CH3:23])([CH3:24])[O:12][c:13]3[cH:14][c:15]([O:21][CH3:22])[cH:16][cH:17][c:18]3[CH2:19]2)[cH:25]1.